From a dataset of the Open Reaction Database (ORD), a public repository of structured organic reaction records. describe an organic reaction: reactants, conditions, products, and yield Reactants: Br, CCO, O=C[O-], O=C(O)c1cccc(-c2cc(F)cc([N+](=O)[O-])c2O)c1, [NH4+]. Yields the product Nc1cc(F)cc(-c2cccc(C(=O)O)c2)c1O. RXN SMILES: [BrH:1].[CH3:26][CH2:27][OH:28].[CH:22]([O-:23])=[O:24].[N+:2]([O-:3])(=[O:4])[c:5]1[c:6]([OH:21])[c:7](-[c:12]2[cH:13][c:14]([C:18](=[O:19])[OH:20])[cH:15][cH:16][cH:17]2)[cH:8][c:9]([F:11])[cH:10]1.[NH4+:25]>>[NH2:2][c:5]1[c:6]([OH:21])[c:7](-[c:12]2[cH:13][c:14]([C:18](=[O:19])[OH:20])[cH:15][cH:16][cH:17]2)[cH:8][c:9]([F:11])[cH:10]1.